From a dataset of the Open Reaction Database (ORD), a public repository of structured organic reaction records. describe an organic reaction: reactants, conditions, products, and yield Starting materials: BrC=1C=CC=C2C(N(C(=NC12)Cl)C=1C=NC=CC1)=O (8-bromo-2-chloro-3-(pyridin-3-yl)quinazolin-4(3H)-one), C(C)(C)N (isopropylamine). Conditions: temperature 80 celsius. Product: BrC=1C=CC=C2C(N(C(=NC12)NC(C)C)C=1C=NC=CC1)=O (8-bromo-2-(isopropylamino)-3-(pyridin-3-yl)quinazolin-4(3H)-one). Isolated yield 103.0%. RXN SMILES: [Br:1][C:2]1[CH:3]=[CH:4][CH:5]=[C:6]2[C:11]=1[N:10]=[C:9](Cl)[N:8]([C:13]1[CH:14]=[N:15][CH:16]=[CH:17][CH:18]=1)[C:7]2=[O:19].[CH:20]([NH2:23])([CH3:22])[CH3:21]>>[Br:1][C:2]1[CH:3]=[CH:4][CH:5]=[C:6]2[C:11]=1[N:10]=[C:9]([NH:23][CH:20]([CH3:22])[CH3:21])[N:8]([C:13]1[CH:14]=[N:15][CH:16]=[CH:17][CH:18]=1)[C:7]2=[O:19]. Reported procedure: A slurry of 8-bromo-2-chloro-3-(pyridin-3-yl)quinazolin-4(3H)-one (403b, 0.20 g, 0.594 mmol) and isopropylamine (2.04 mL, 23.77 mmol) was sealed and heated in an 80° C. oil bath for 1 h. The reaction was partitioned between sat'd aq. NaHCO3 and DCM. The aqueous layer was extracted with DCM 2 times, and the combined organics were dried over anhydrous Na2SO4, filtered, and concentrated in vacuo to give 8-bromo-2-(isopropylamino)-3-(pyridin-3-yl)quinazolin-4(3H)-one (0.22 g, 0.612 mmol, 103% yield)...